This data is from the Open Reaction Database (ORD), a public repository of structured organic reaction records. The task is: describe an organic reaction: reactants, conditions, products, and yield Starting materials: BrC=1C=CC(=NC1)NC(C1=CC=C(C=C1)S(=O)(=O)C)=O (N-(5-bromopyridin-2-yl)-4-methanesulfonylbenzamide), CC1(OB(OC1(C)C)C=1CCN(CC1)C(=O)OC(C)(C)C)C (tert-butyl 4-(4,4,5,5-tetramethyl-1,3,2-dioxaborolan-2-yl)-3,6-dihydro-2H-pyridine-1-carboxylate), C([O-])([O-])=O.[Cs+].[Cs+] (cesium carbonate). The reagents and catalysts are C1=CC=C(C=C1)P(C2=CC=CC=C2)[C]3[CH][CH][CH][CH]3.C1=CC=C(C=C1)P(C2=CC=CC=C2)[C]3[CH][CH][CH][CH]3.Cl[Pd]Cl.[Fe] ([1,1-bis(diphenylphosphino)ferrocene]dichloropalladium(II)). Run in O (water), CN(C=O)C (N,N-dimethylformamide). Run at temperature 90 celsius, time 8 hour. Yields the product CS(=O)(=O)C1=CC=C(C(=O)NC2=NC=C(C=C2)C=2CCN(CC2)C(=O)OC(C)(C)C)C=C1 (tert-Butyl 4-[2-(4-methanesulfonylbenzoylamino)-pyridin-5-yl]-3,6-dihydro-2H-pyridine-1-carboxylate). Yield: 22.4%. As a reaction SMILES: Br[C:2]1[CH:3]=[CH:4][C:5]([NH:8][C:9](=[O:20])[C:10]2[CH:15]=[CH:14][C:13]([S:16]([CH3:19])(=[O:18])=[O:17])=[CH:12][CH:11]=2)=[N:6][CH:7]=1.CC1(C)C(C)(C)OB([C:29]2[CH2:30][CH2:31][N:32]([C:35]([O:37][C:38]([CH3:41])([CH3:40])[CH3:39])=[O:36])[CH2:33][CH:34]=2)O1.C(=O)([O-])[O-].[Cs+].[Cs+]>CN(C)C=O.O.C1C=CC(P([C]2[CH][CH][CH][CH]2)C2C=CC=CC=2)=CC=1.C1C=CC(P([C]2[CH][CH][CH][CH]2)C2C=CC=CC=2)=CC=1.Cl[Pd]Cl.[Fe]>[CH3:19][S:16]([C:13]1[CH:14]=[CH:15][C:10]([C:9]([NH:8][C:5]2[CH:4]=[CH:3][C:2]([C:29]3[CH2:34][CH2:33][N:32]([C:35]([O:37][C:38]([CH3:41])([CH3:40])[CH3:39])=[O:36])[CH2:31][CH:30]=3)=[CH:7][N:6]=2)=[O:20])=[CH:11][CH:12]=1)(=[O:18])=[O:17] |f:2.3.4,7.8.9.10,^1:59,60,61,62,63,77,78,79,80,81|. Procedure details: To a solution of N-(5-bromopyridin-2-yl)-4-methanesulfonylbenzamide (287 mg, 0.81 mmol) and tert-butyl 4-(4,4,5,5-tetramethyl-1,3,2-dioxaborolan-2-yl)-3,6-dihydro-2H-pyridine-1-carboxylate (305 mg, 0.97 mmol) in dry N,N-dimethylformamide (10 mL) was added [1,1-bis(diphenylphosphino)ferrocene]dichloropalladium(II) (complex with dichloromethane) (33 mg, 0.040 mmol) and cesium carbonate (527 mg, 1.6 mmol). The mixture was stirred at 90° C. overnight under N2, allowed to cool to room temperature, di... Starting materials: CCO, [H][H], CCCCCCCCNC(=O)N1CCC(Nc2ccc(CCNCC(O)c3ccc(OCc4ccccc4)c(C(N)=O)c3)cc2)CC1. The product is CCCCCCCCNC(=O)N1CCC(Nc2ccc(CCNCC(O)c3ccc(O)c(C(N)=O)c3)cc2)CC1. RXN SMILES: [CH3:50][CH2:51][OH:52].[H:48][H:49].[NH2:1][C:2](=[O:3])[c:4]1[cH:5][c:6]([CH:18]([CH2:19][NH:20][CH2:21][CH2:22][c:23]2[cH:24][cH:25][c:26]([NH:27][CH:28]3[CH2:29][CH2:30][N:31]([C:34](=[O:35])[NH:36][CH2:37][CH2:38][CH2:39][CH2:40][CH2:41][CH2:42][CH2:43][CH3:44])[CH2:32][CH2:33]3)[cH:45][cH:46]2)[OH:47])[cH:7][cH:8][c:9]1[O:10][CH2:11][c:12]1[cH:13][cH:14][cH:15][cH:16][cH:17]1>>[NH2:1][C:2](=[O:3])[c:4]1[cH:5][c:6]([CH:18]([CH2:19][NH:20][CH2:21][CH2:22][c:23]2[cH:24][cH:25][c:26]([NH:27][CH:28]3[CH2:29][CH2:30][N:31]([C:34](=[O:35])[NH:36][CH2:37][CH2:38][CH2:39][CH2:40][CH2:41][CH2:42][CH2:43][CH3:44])[CH2:32][CH2:33]3)[cH:45][cH:46]2)[OH:47])[cH:7][cH:8][c:9]1[OH:10]. Starting materials: CC(C)(C)C1=CC=C(N=N1)NN (1-[6-(1,1-dimethylethyl)-3-pyridazinyl]hydrazine), CC(C)(C)C1=CC=C(N=N1)NN=C(C)C=1SC=CC1C (1-(3-methyl-2-thienyl)ethanone[6-(1,1-dimethylethyl)-3-pyridazinyl]hydrazone). Yields the product CC(C)(C)C1=CC=C(N=N1)NN=C(C)C=1SC=CC1 (1-(2-thienylethanone)[6-(1,1-dimethylethyl)-3-pyridazinyl]hydrazone). Reaction SMILES: CC(C1N=NC(NN)=CC=1)(C)C.[CH3:13][C:14]([C:17]1[N:22]=[N:21][C:20]([NH:23][N:24]=[C:25]([C:27]2[S:28][CH:29]=[CH:30][C:31]=2C)[CH3:26])=[CH:19][CH:18]=1)([CH3:16])[CH3:15]>>[CH3:16][C:14]([C:17]1[N:22]=[N:21][C:20]([NH:23][N:24]=[C:25]([C:27]2[S:28][CH:29]=[CH:30][CH:31]=2)[CH3:26])=[CH:19][CH:18]=1)([CH3:13])[CH3:15]. Reported procedure: Other compounds prepared from 1-[6-(1,1-dimethylethyl)-3-pyridazinyl]hydrazine include; from 1.66 g of 3-methyl-2-acetythiophene, 1-(3-methyl-2-thienyl)ethanone[6-(1,1-dimethylethyl)-3-pyridazinyl]hydrazone, yield=1.27 g.